Dataset: the Open Reaction Database (ORD), a public repository of structured organic reaction records. Task: describe an organic reaction: reactants, conditions, products, and yield Starting materials: ClC=1C=C(C#N)C(=CC1)F (3-chloro-6-fluorobenzonitrile), CCN(C(C)C)C(C)C (Hunig's base), C1(CC1)N (cyclopropylamine). The solvent is CN1C(CCC1)=O (N-methylpyrrolidinone), hexanes. The product is ClC=1C=CC(=C(C#N)C1)NC1CC1 (5-Chloro-2-(cyclopropylamino)benzonitrile). Isolated yield 75.0%. Reaction SMILES: [Cl:1][C:2]1[CH:3]=[C:4]([C:7](F)=[CH:8][CH:9]=1)[C:5]#[N:6].CC[N:13]([CH:17]([CH3:19])[CH3:18])C(C)C.C1(N)CC1>CN1CCCC1=O>[Cl:1][C:2]1[CH:9]=[CH:8][C:7]([NH:13][CH:17]2[CH2:19][CH2:18]2)=[C:4]([CH:3]=1)[C:5]#[N:6]. Reported procedure: A solution of 3-chloro-6-fluorobenzonitrile (5 g), Hunig's base (5.60 mL, 1 eq), and cyclopropylamine (3.34 mL, 1.5 eq) in anhydrous N-methylpyrrolidinone (16 mL) was heated to 110° C. for 18 h in a sealed tube. The mixture was then cooled to room temperature and partitioned between ethyl acetate and aqueous sodium bicarbonate. The organic layer was washed once with water, then brine, then concentrated and the residue was washed with hexanes delivering the product as a crystalline white solid (4... Reactants: C(C)(C)(C)N1N=C(C=C1C1=CC=C(C=C1)OC)CCC=O (3-(1-tert-butyl-5-(4-methoxyphenyl)-1H-pyrazol-3-yl)propanal), [BH-](OC(=O)C)(OC(=O)C)OC(=O)C.[Na+] (NaBH(OAc)3), CC1=C(C=CC(=C1)C)N1CCNCC1 (1-(2,4-dimethylphenyl)piperazine), CCN(C(C)C)C(C)C (DIPEA). The product is C(C)(C)(C)N1N=C(C=C1C1=CC=C(C=C1)OC)CCCN1CCN(CC1)C1=C(C=C(C=C1)C)C (1-(3-(1-tert-butyl-5-(4-methoxyphenyl)-1H-pyrazol-3-yl)propyl)-4-(2,4-dimethylphenyl)piperazine). As a reaction SMILES: [C:1]([N:5]1[C:9]([C:10]2[CH:15]=[CH:14][C:13]([O:16][CH3:17])=[CH:12][CH:11]=2)=[CH:8][C:7]([CH2:18][CH2:19][CH:20]=O)=[N:6]1)([CH3:4])([CH3:3])[CH3:2].[CH3:22][C:23]1[CH:28]=[C:27]([CH3:29])[CH:26]=[CH:25][C:24]=1[N:30]1[CH2:35][CH2:34][NH:33][CH2:32][CH2:31]1.CCN(C(C)C)C(C)C.[BH-](OC(C)=O)(OC(C)=O)OC(C)=O.[Na+]>>[C:1]([N:5]1[C:9]([C:10]2[CH:15]=[CH:14][C:13]([O:16][CH3:17])=[CH:12][CH:11]=2)=[CH:8][C:7]([CH2:18][CH2:19][CH2:20][N:33]2[CH2:34][CH2:35][N:30]([C:24]3[CH:25]=[CH:26][C:27]([CH3:29])=[CH:28][C:23]=3[CH3:22])[CH2:31][CH2:32]2)=[N:6]1)([CH3:4])([CH3:3])[CH3:2] |f:3.4|. Procedure details: 109 mg (74%) of target compound was obtained by using a method same as in Example 1 by using 3-(1-tert-butyl-5-(4-methoxyphenyl)-1H-pyrazol-3-yl)propanal (85 mg, 0.297 mmol), 1-(2,4-dimethylphenyl)piperazine (57 mg, 0.297 mmol), DIPEA (0.078 mL, 0.446 mmol) and NaBH(OAc)3 (189 mg, 0.891 mmol). Starting materials: C1=CN(C=N1)C(=O)N2C=CN=C2 (CDI), C(C)N1C2=CC=CC=C2C=2C=C(C=CC12)C(=O)O (9-Ethyl-9H-carbazole-3-carboxylic acid), C(C1=CC=CC=C1)N (benzylamine). Solvent: C(Cl)Cl (CH2Cl2), C(Cl)Cl (CH2Cl2). Product: C(C1=CC=CC=C1)NC(=O)C=1C=CC=2N(C3=CC=CC=C3C2C1)CC (9-Ethyl-9H-carbazole-3-carboxylic acid benzylamide). The yield is 83.7%. Reaction SMILES: [CH2:1]([N:3]1[C:15]2[CH:14]=[CH:13][C:12]([C:16]([OH:18])=O)=[CH:11][C:10]=2[C:9]2[C:4]1=[CH:5][CH:6]=[CH:7][CH:8]=2)[CH3:2].C1N=CN(C(N2C=NC=C2)=O)C=1.[CH2:31]([NH2:38])[C:32]1[CH:37]=[CH:36][CH:35]=[CH:34][CH:33]=1>C(Cl)Cl>[CH2:31]([NH:38][C:16]([C:12]1[CH:13]=[CH:14][C:15]2[N:3]([CH2:1][CH3:2])[C:4]3[C:9]([C:10]=2[CH:11]=1)=[CH:8][CH:7]=[CH:6][CH:5]=3)=[O:18])[C:32]1[CH:37]=[CH:36][CH:35]=[CH:34][CH:33]=1. Procedure details: To a suspension of 9-Ethyl-9H-carbazole-3-carboxylic acid (75 mg, 0.313 mmol) in CH2Cl2 (1 ml) at room temperature was added CDI (56 mg, 0.344 mmol) ) in CH2Cl2 (1 ml), and after stirring for 30 minutes benzylamine (38 μl, 0. 344 mmol) was added. When the reaction was complete the reaction mixture was directly loaded onto a silica column and eluted with CH2Cl2 to afforded the desired product as a white foam (86 mg, 84% yield). MS m/z @ 329 (m+1).